Task: describe an organic reaction: reactants, conditions, products, and yield. Dataset: the Open Reaction Database (ORD), a public repository of structured organic reaction records Reactants: OC1=NOC(=C1)C=1SC=CC1 (3-Hydroxy-5-(2-thienyl)isoxazole), C(C)(C)(C)OC(=O)NCCO (2-(N-tert-butoxycarbonylamino)ethanol). Yields the product C(C)(C)(C)OC(=O)NCCOC1=NOC(=C1)C=1SC=CC1 (3-(2-(-tert-Butoxycarbonylamino)ethoxy)-5-(2-thienyl)isoxazole). Isolated yield 81.8%. Reaction SMILES: [OH:1][C:2]1[CH:6]=[C:5]([C:7]2[S:8][CH:9]=[CH:10][CH:11]=2)[O:4][N:3]=1.[C:12]([O:16][C:17]([NH:19][CH2:20][CH2:21]O)=[O:18])([CH3:15])([CH3:14])[CH3:13]>>[C:12]([O:16][C:17]([NH:19][CH2:20][CH2:21][O:1][C:2]1[CH:6]=[C:5]([C:7]2[S:8][CH:9]=[CH:10][CH:11]=2)[O:4][N:3]=1)=[O:18])([CH3:15])([CH3:14])[CH3:13]. Procedure: 3-Hydroxy-5-(2-thienyl)isoxazole (0.42 g) and 2-(N-tert-butoxycarbonylamino)ethanol (0.40 g) were subjected to reaction and post-treatment in a similar manner to that described in Example 1(a) to obtain the title compound (0.63 g, 82%) as colorless crystals. The reactants are CC(=O)OC(C)=O, CC(=O)[O-], [NH4+], Nc1ccc(CCc2nc3ncc(-c4ccccc4)cc3[nH]2)cc1, c1ccncc1. Yields the product CC(=O)Nc1ccc(CCc2nc3ncc(-c4ccccc4)cc3[nH]2)cc1. Reaction SMILES: [CH3:25][C:26](=[O:27])[O:28][C:29](=[O:30])[CH3:31].[CH3:33][C:34](=[O:35])[O-:36].[NH4+:32].[c:1]1(-[c:7]2[cH:8][c:9]3[c:10]([n:11][cH:12]2)[n:13][c:14]([CH2:16][CH2:17][c:18]2[cH:19][cH:20][c:21]([NH2:22])[cH:23][cH:24]2)[nH:15]3)[cH:2][cH:3][cH:4][cH:5][cH:6]1.[cH:37]1[cH:38][cH:39][n:40][cH:41][cH:42]1>>[c:1]1(-[c:7]2[cH:8][c:9]3[c:10]([n:11][cH:12]2)[n:13][c:14]([CH2:16][CH2:17][c:18]2[cH:19][cH:20][c:21]([NH:22][C:26]([CH3:25])=[O:27])[cH:23][cH:24]2)[nH:15]3)[cH:2][cH:3][cH:4][cH:5][cH:6]1.